From a dataset of the Open Reaction Database (ORD), a public repository of structured organic reaction records. describe an organic reaction: reactants, conditions, products, and yield The reactants are ClCCl, CCO, C=CCOC(=O)C1=C(SC)C(C)C2C(C(C)O)C(=O)N12, OO. The product is C=CCOC(=O)C1=C(S(C)=O)C(C)C2C(C(C)O)C(=O)N12. RXN SMILES: [CH2:26]([Cl:27])[Cl:28].[CH3:23][CH2:24][OH:25].[OH:1][CH:2]([CH3:3])[CH:4]1[CH:5]2[CH:6]([CH3:20])[C:7]([S:18][CH3:19])=[C:8]([C:12](=[O:13])[O:14][CH2:15][CH:16]=[CH2:17])[N:9]2[C:10]1=[O:11].[OH:21][OH:22]>>[OH:1][CH:2]([CH3:3])[CH:4]1[CH:5]2[CH:6]([CH3:20])[C:7]([S:18]([CH3:19])=[O:21])=[C:8]([C:12](=[O:13])[O:14][CH2:15][CH:16]=[CH2:17])[N:9]2[C:10]1=[O:11]. The product is FC1=CC=C(C=C1)C1=NNC=C1C1=NC(=NC=C1)NC (4-[3-(4-fluorophenyl)-1H-pyrazol-4-yl]-N-methyl-2-pyrimidinamine). Reaction conditions: temperature 100 celsius. RXN SMILES: Cl[C:2]1[N:7]=[C:6]([C:8]2[C:9]([C:13]3[CH:18]=[CH:17][C:16]([F:19])=[CH:15][CH:14]=3)=[N:10][NH:11][CH:12]=2)[CH:5]=[CH:4][N:3]=1.[CH3:20][NH2:21]>>[F:19][C:16]1[CH:17]=[CH:18][C:13]([C:9]2[C:8]([C:6]3[CH:5]=[CH:4][N:3]=[C:2]([NH:21][CH3:20])[N:7]=3)=[CH:12][NH:11][N:10]=2)=[CH:14][CH:15]=1. Starting materials: ClC1=NC=CC(=N1)C=1C(=NNC1)C1=CC=C(C=C1)F (2-chloro-4-[3-(4-fluorophenyl)-1H-pyrazol-4-yl]pyrimidine), Example A-299, CN (methylamine). Procedure: A suspension of 2-chloro-4-[3-(4-fluorophenyl)-1H-pyrazol-4-yl]pyrimidine prepared in accordance with Example A-299 (0.3 g, 0.0011 mol) in 10 mL of methylamine (40% water solution) was heated in a sealed tube at 100° C. overnight. The mixture was then cooled to room temperature and the precipitate was filtered, air-dried to give 0.2 g of product, 4-[3-(4-fluorophenyl)-1H-pyrazol-4-yl]-N-methyl-2-pyrimidinamine, as a white solid (68% yield), mp: 217-218° C.; Anal Calc'd for C14H12FN5: C, 62.45; H... The reactants are [C-]#N.[Na+] (sodium cyanide), C(C)(C)(C)C=1C=C(C=C(C1O)C(C)(C)C)C=1OC=C(N1)CCI (2-(3,5-di-tert-butyl-4-hydroxyphenyl)-4-(2-iodoethyl)oxazole), C([O-])([O-])=O.[K+].[K+] (potassium carbonate), C(C)(=O)OCC (ethyl acetate). The solvent is CS(=O)C (dimethylsulfoxide), CCCCCC (hexane). Product: C(C)(C)(C)C=1C=C(C=C(C1O)C(C)(C)C)C=1OC=C(N1)CCC#N (2-(3,5-di-tert-butyl-4-hydroxyphenyl)-4-(2-cyanoethyl)oxazole). Reaction SMILES: [C-:1]#[N:2].[Na+].[C:4]([C:8]1[CH:9]=[C:10]([C:19]2[O:20][CH:21]=[C:22]([CH2:24][CH2:25]I)[N:23]=2)[CH:11]=[C:12]([C:15]([CH3:18])([CH3:17])[CH3:16])[C:13]=1[OH:14])([CH3:7])([CH3:6])[CH3:5].C(OCC)(=O)C.C(=O)([O-])[O-].[K+].[K+]>CS(C)=O.CCCCCC>[C:4]([C:8]1[CH:9]=[C:10]([C:19]2[O:20][CH:21]=[C:22]([CH2:24][CH2:25][C:1]#[N:2])[N:23]=2)[CH:11]=[C:12]([C:15]([CH3:18])([CH3:17])[CH3:16])[C:13]=1[OH:14])([CH3:7])([CH3:6])[CH3:5] |f:0.1,4.5.6|. Reported procedure: To a solution of sodium cyanide (84.5 mmole, 5.50 g) in dimethylsulfoxide (120 ml) at 92° C. was added 2-(3,5-di-tert-butyl-4-hydroxyphenyl)-4-(2-iodoethyl)oxazole (70.4 mmole, 30.08 g) via a powder addition funnel over an eightyfive minute period. Approximately 1.5 hours later, the reaction was cooled to room temperature and treated with 1:1 ethyl acetate:hexane (250 ml) and 10% aqueous potassium carbonate (250 ml. Three distinct phases result. The lowest phase was separated and discarded. The ... Reactants: ClC=1C=C(C=CC1O)CCC(=O)C1CCCC1 (3-(3-chloro-4-hydroxyphenyl)-1-cyclopentylpropan-1-one), CN(C)C=O.CC#N (DMF CH3CN), C(=O)([O-])[O-].[K+].[K+] (K2CO3), BrCC1CC1 ((bromomethyl)cyclopropane). Solvent: CN(C)C=O (DMF). Reaction conditions: temperature 100 celsius, time 15 minute. Yields the product ClC=1C=C(C=CC1OCC1CC1)CCC(=O)C1CCCC1 (3-[3-Chloro-4-(cyclopropylmethoxy)phenyl]-1-cyclopentylpropan-1-one). The yield is 96.0%. As a reaction SMILES: [Cl:1][C:2]1[CH:3]=[C:4]([CH2:9][CH2:10][C:11]([CH:13]2[CH2:17][CH2:16][CH2:15][CH2:14]2)=[O:12])[CH:5]=[CH:6][C:7]=1[OH:8].CN(C=O)C.CC#N.C([O-])([O-])=O.[K+].[K+].Br[CH2:33][CH:34]1[CH2:36][CH2:35]1>CN(C=O)C>[Cl:1][C:2]1[CH:3]=[C:4]([CH2:9][CH2:10][C:11]([CH:13]2[CH2:17][CH2:16][CH2:15][CH2:14]2)=[O:12])[CH:5]=[CH:6][C:7]=1[O:8][CH2:33][CH:34]1[CH2:36][CH2:35]1 |f:1.2,3.4.5|. Procedure details: A solution of 3-(3-chloro-4-hydroxyphenyl)-1-cyclopentylpropan-1-one ((25 g, 0.099 mol, from Step 2) in 1:1 DMF/CH3CN (200 mL) was treated with K2CO3 (15 g, 0.109 mol, 1.1 equiv), and the mixture stirred for 15 min. A solution of (bromomethyl)cyclopropane (17.4 g, 0.129 mol, 1.3 equiv) in DMF (50 mL) was added dropwise, and the reaction mixture heated to 100° C. for 1 h. The volatiles were removed in vacuo. The residue was dissolved in a minimal amount of ethyl acetate, and this solution washed ... The reactants are [OH-].[Na+] (sodium hydroxide), C(CO)O (ethylene glycol), C(C=CC1=CC=CC=C1)Br (cinnamyl bromide). Run in O (water). Yields the product C1(=CC=CC=C1)/C=C/COCCO (2-[3-phenyl- 2(E)-propenyloxy]ethanol). Yield: 40.5%. Reaction SMILES: [OH-].[Na+].[CH2:3]([OH:6])[CH2:4][OH:5].[CH2:7](Br)[CH:8]=[CH:9][C:10]1[CH:15]=[CH:14][CH:13]=[CH:12][CH:11]=1>O>[C:10]1(/[CH:9]=[CH:8]/[CH2:7][O:5][CH2:4][CH2:3][OH:6])[CH:15]=[CH:14][CH:13]=[CH:12][CH:11]=1 |f:0.1|. Procedure: 8 Milliliters of 85% sodium hydroxide aqueous solution mixed with 46 g of ethylene glycol was heated at 40°-50° C., and 15 g of cinnamyl bromide was added dropwise thereto. After the addition was finished, the reaction mixture was heated at 100°-110° C. for 2 hours. The reaction mixture was allowed to cool, and poured into 50 ml of water then extracted with ether. The ether extract was washed with water and a saturated aqueous solution of sodium chloride in this order, and dried with anhydrous s... Reactants: 11.8, CC1=C(OCC(CO)O)C(=CC=C1)C (3-(2,6-dimethylphenoxy)-1,2-propanediol), BrCC(=O)C1=C(C=C(C=C1)Cl)Cl (2-bromo-1-(2,4-dichlorophenyl)-1-ethanone), CC1=CC=C(C=C1)S(=O)(=O)O (4-methylbenzenesulfonic acid), C(CCC)O (butanol). Solvent: CC1=CC=CC=C1 (methylbenzene). Product: BrCC1(OCC(O1)COC1=C(C=CC=C1C)C)C1=C(C=C(C=C1)Cl)Cl (2-(bromomethyl)-2-(2,4-dichlorophenyl)-4-(2,6-dimethylphenoxymethyl)-1,3-dioxolane). RXN SMILES: [CH3:1][C:2]1[CH:13]=[CH:12][CH:11]=[C:10]([CH3:14])[C:3]=1[O:4][CH2:5][CH:6]([OH:9])[CH2:7][OH:8].[Br:15][CH2:16][C:17]([C:19]1[CH:24]=[CH:23][C:22]([Cl:25])=[CH:21][C:20]=1[Cl:26])=O.CC1C=CC(S(O)(=O)=O)=CC=1.C(O)CCC>CC1C=CC=CC=1>[Br:15][CH2:16][C:17]1([C:19]2[CH:24]=[CH:23][C:22]([Cl:25])=[CH:21][C:20]=2[Cl:26])[O:9][CH:6]([CH2:5][O:4][C:3]2[C:10]([CH3:14])=[CH:11][CH:12]=[CH:13][C:2]=2[CH3:1])[CH2:7][O:8]1. Reported procedure: A mixture of 11.8 parts of 3-(2,6-dimethylphenoxy)-1,2-propanediol, 13.6 parts of 2-bromo-1-(2,4-dichlorophenyl)-1-ethanone, 3 parts of 4-methylbenzenesulfonic acid, 80 parts of butanol and 180 parts of methylbenzene is stirred and refluxed for 3 days. The reaction mixture is evaporated and the residue is dissolved in 2,2'-oxybispropane. The solution is stirred for 30 minutes with silica gel. The latter is filtered off and the filtrate is evaporated, yielding A + B 2-(bromomethyl)-2-(2,4-dichlor...